Dataset: the Open Reaction Database (ORD), a public repository of structured organic reaction records. Task: describe an organic reaction: reactants, conditions, products, and yield As a reaction SMILES: [Br:21][c:22]1[cH:23][cH:24][c:25]([CH3:28])[cH:26][cH:27]1.[C:125]([O-:126])(=[O:127])[CH3:128].[C:130]([O-:131])(=[O:132])[CH3:133].[C:29](=[O:30])([O-:31])[O-:32].[CH3:134][c:135]1[cH:136][cH:137][cH:138][cH:139][cH:140]1.[CH:35]1([P:36]([CH:37]2[CH2:38][CH2:39][CH2:40][CH2:41][CH2:42]2)[c:43]2[cH:44][cH:45][cH:46][cH:47][c:48]2-[c:49]2[c:50]([CH:51]([CH3:52])[CH3:53])[cH:54][c:55]([CH:56]([CH3:57])[CH3:58])[cH:59][c:60]2[CH:61]([CH3:62])[CH3:63])[CH2:64][CH2:65][CH2:66][CH2:67][CH2:68]1.[Cs+:33].[Cs+:34].[NH2:1][c:2]1[c:3]([C:4](=[O:5])[O:6][C:7]([CH3:8])([CH3:9])[CH3:10])[cH:11][cH:12][c:13](-[c:15]2[cH:16][cH:17][cH:18][cH:19][cH:20]2)[cH:14]1.[O:107]=[C:108]([CH:109]=[CH:110][c:111]1[cH:112][cH:113][cH:114][cH:115][cH:116]1)[CH:117]=[CH:118][c:119]1[cH:120][cH:121][cH:122][cH:123][cH:124]1.[O:71]=[C:72]([CH:73]=[CH:74][c:75]1[cH:76][cH:77][cH:78][cH:79][cH:80]1)[CH:81]=[CH:82][c:83]1[cH:84][cH:85][cH:86][cH:87][cH:88]1.[O:89]=[C:90]([CH:91]=[CH:92][c:93]1[cH:94][cH:95][cH:96][cH:97][cH:98]1)[CH:99]=[CH:100][c:101]1[cH:102][cH:103][cH:104][cH:105][cH:106]1.[Pd+2:129].[Pd:69].[Pd:70]>>[NH:1]([c:2]1[c:3]([C:4](=[O:5])[O:6][C:7]([CH3:8])([CH3:9])[CH3:10])[cH:11][cH:12][c:13](-[c:15]2[cH:16][cH:17][cH:18][cH:19][cH:20]2)[cH:14]1)[c:22]1[cH:23][cH:24][c:25]([CH3:28])[cH:26][cH:27]1. The product is Cc1ccc(Nc2cc(-c3ccccc3)ccc2C(=O)OC(C)(C)C)cc1. Starting materials: Cc1ccc(Br)cc1, CC(=O)[O-], CC(=O)[O-], O=C([O-])[O-], Cc1ccccc1, CC(C)c1cc(C(C)C)c(-c2ccccc2P(C2CCCCC2)C2CCCCC2)c(C(C)C)c1, [Cs+], [Cs+], CC(C)(C)OC(=O)c1ccc(-c2ccccc2)cc1N, O=C(C=Cc1ccccc1)C=Cc1ccccc1, O=C(C=Cc1ccccc1)C=Cc1ccccc1, O=C(C=Cc1ccccc1)C=Cc1ccccc1, [Pd+2], [Pd], [Pd]. Reactants: C(C)(C)N1C=NC=C1C(=O)OC (1-isopropyl-5-carbmethoxyimidazole), resultant mixture, [OH-].[Na+] (sodium hydroxide), C=O (formaldehyde). Solvent: O (water). The product is C(C)(C)N1C=NC=C1CO (1-isopropyl-5-hydroxymethylimidazole). As a reaction SMILES: [CH:1]([N:4]1[C:8]([C:9](OC)=[O:10])=[CH:7][N:6]=[CH:5]1)([CH3:3])[CH3:2].[OH-].[Na+].C=O>O>[CH:1]([N:4]1[C:8]([CH2:9][OH:10])=[CH:7][N:6]=[CH:5]1)([CH3:3])[CH3:2] |f:1.2|. Procedure details: 1.68 g (0.01 mol) of 1-isopropyl-5-carbmethoxyimidazole is suspended in 5 ml of water. To the suspension are added 0.8 g (0.02 mol) of sodium hydroxide and 4 ml of ~37% aqueous formaldehyde. The resultant mixture is heated to reflux for 2 hours. After completion of the reaction, the solvent is stripped off, and the residue is extracted with ethyl acetate and concentrated to give 1-isopropyl-5-hydroxymethylimidazole as a solid, m.p. 83°-84° C. The reactants are [Na] (Sodium), C(C)(C)(C)OC(=O)N1C(C(N(CC1)CC1=CC=CC=C1)=O)CCSC (4-t-butoxycarbonyl-3-[2-(methylthio)ethyl)-1-(phenylmethyl)piperazinone). The solvent is COCCOCCOC (diglyme), N (ammonia), N (ammonia). Yields the product C(C)(C)(C)OC(=O)N1C(C(NCC1)=O)CCSC (4-t-Butoxycarbonyl-3-[2-(methylthio)ethyl]-piperazinone). Reaction SMILES: [Na].[C:2]([O:6][C:7]([N:9]1[CH2:14][CH2:13][N:12](CC2C=CC=CC=2)[C:11](=[O:22])[CH:10]1[CH2:23][CH2:24][S:25][CH3:26])=[O:8])([CH3:5])([CH3:4])[CH3:3]>COCCOCCOC.N>[C:2]([O:6][C:7]([N:9]1[CH2:14][CH2:13][NH:12][C:11](=[O:22])[CH:10]1[CH2:23][CH2:24][S:25][CH3:26])=[O:8])([CH3:5])([CH3:4])[CH3:3] |^1:0|. Procedure details: Sodium metal (1.3 g., 0.057 mole) is added to a stirred solution of 4-t-butoxycarbonyl-3-[2-(methylthio)ethyl]-1-(phenylmethyl)-2-piperazinone (XVI, Example 42, 3.71 g., 0.01 mole) in diglyme (100 ml.) and ammonia (500 ml.) at -60°. The solution is allowed to reflux for 2 hours, the ammonia is allowed to evaporate and the diglyme is removed at 20°-25° under reduced pressure. The residue is partitioned between diethylether and water. Evaporation of the diethylether gives the title compound. Starting materials: BrC(C(=O)OC(C)(C)C)COCC1=CC=C(C=C1)[N+](=O)[O-] (t-butyl 2-bromo-3-[(4-nitrophenyl)methoxy]propanoate), NCCNCCN (diethylenetriamine). Solvent: C(C)#N (acetonitrile), C(C)#N (acetonitrile). Reaction conditions: temperature 35 celsius. Product: C(C)(C)(C)OC(C(NCCNCCN)COCC1=CC=C(C=C1)[N+](=O)[O-])=O (N-[2-[(2-aminoethyl)amino]ethyl]-O-(4-nitrophenyl)methyl-D,L-serine t-butyl ester). Isolated yield 79.8%. Reaction SMILES: Br[CH:2]([CH2:10][O:11][CH2:12][C:13]1[CH:18]=[CH:17][C:16]([N+:19]([O-:21])=[O:20])=[CH:15][CH:14]=1)[C:3]([O:5][C:6]([CH3:9])([CH3:8])[CH3:7])=[O:4].[NH2:22][CH2:23][CH2:24][NH:25][CH2:26][CH2:27][NH2:28]>C(#N)C>[C:6]([O:5][C:3](=[O:4])[CH:2]([CH2:10][O:11][CH2:12][C:13]1[CH:18]=[CH:17][C:16]([N+:19]([O-:21])=[O:20])=[CH:15][CH:14]=1)[NH:22][CH2:23][CH2:24][NH:25][CH2:26][CH2:27][NH2:28])([CH3:9])([CH3:8])[CH3:7]. Reported procedure: A solution of 14 g of t-butyl 2-bromo-3-[(4-nitrophenyl)methoxy]propanoate (prepared according to the procedure described by P. L. Rings et al., Synth. Commun., 1993, 23, 2639) (0.0389 mol), in 30 ml of acetonitrile was added to a solution of 20 g of diethylenetriamine (0.19 mol) in 20 ml of acetonitrile kept at 0°-5° C. and under inert atmosphere. The solution was then heated to 35° C. for 4 h. The solvent was evaporated under vacuum and 100 ml of a NaCl saturated solution were added to the res... The reactants are BrCCCCCCC#N (1-bromo-6-cyanohexane), S(=O)([O-])[O-].[Na+].[Na+] (sodium sulfite). Solvent: O (H2O), CCO (EtOH). The product is [Na+].C(#N)CCCCCCS(=O)[O-] (6-cyanohexane-1-sulfinic acid sodium salt). Isolated yield 36.0%. Reaction SMILES: Br[CH2:2][CH2:3][CH2:4][CH2:5][CH2:6][CH2:7][C:8]#[N:9].[S:10]([O-])([O-:12])=[O:11].[Na+:14].[Na+]>CCO.O>[Na+:14].[C:8]([CH2:7][CH2:6][CH2:5][CH2:4][CH2:3][CH2:2][S:10]([O-:12])=[O:11])#[N:9] |f:1.2.3,6.7|. Procedure: ##STR13## In a three necked flask, fitted with a water condenser, a mechanical stirrer and a dropping funnel a solution of 1-bromo-6-cyanohexane (8.04 g, 42.3 mmol) was placed in 75 mL of 95% EtOH. The mixture was heated to reflux and to it was slowly added a solution of sodium sulfite (8.00 g, 63.5 mmol) in 50 mL of H2O over a period of 30 min. The mixture was heated for 2 h and then concentrated under reduced pressure. The residue was dissolved in 95% EtOH (200 ml), heated to boiling and filte... Starting materials: BrC=1C=C(CO[Si](C)(C)C(C)(C)C)C=CC1 ((3-bromobenzyloxy)-tert-butyldimethylsilane), [Mg] (magnesium), C1[C@@H](C)O1 ((R)-(+)-propylene oxide), [Cl-].[NH4+] (ammonium chloride), [OH-].[NH4+] (ammonium hydroxide), II (iodine). The reagents and catalysts are [Cu]I (copper (I) iodide), [Cu] (copper). The solvent is O1CCCC1 (tetrahydrofuran). Reaction conditions: temperature 0 celsius, time 5 minute. Yields the product [Si](C)(C)(C(C)(C)C)OCC=1C=C(C=CC1)CC(C)O (1-[3-(Tert-butyldimethylsilyloxymethyl)-phenyl]-propan-2-ol). Reaction SMILES: Br[C:2]1[CH:3]=[C:4]([CH:14]=[CH:15][CH:16]=1)[CH2:5][O:6][Si:7]([C:10]([CH3:13])([CH3:12])[CH3:11])([CH3:9])[CH3:8].[Mg].II.[CH2:20]1[O:23][C@@H:21]1[CH3:22].[Cl-].[NH4+].[OH-].[NH4+]>O1CCCC1.[Cu]I.[Cu]>[Si:7]([O:6][CH2:5][C:4]1[CH:3]=[C:2]([CH2:20][CH:21]([OH:23])[CH3:22])[CH:16]=[CH:15][CH:14]=1)([C:10]([CH3:13])([CH3:12])[CH3:11])([CH3:9])[CH3:8] |f:4.5,6.7|. Procedure details: To a stirring solution of (3-bromobenzyloxy)-tert-butyldimethylsilane (7.0 g, 24 mmol) in tetrahydrofuran (100 mL) under an atmosphere of nitrogen was added magnesium turnings (0.73 g, 30 mmol) and a crystal of iodine. The mixture was heated to reflux for 1 h, cooled to 0° C. and copper (I) iodide (4.57 g, 24 mmol) was added. After stirring at 0° C. for 5 min, (R)-(+)-propylene oxide was added and the mixture was stirred for 2 h. A mixture of ammonium chloride and ammonium hydroxide (5:1, 100 mL... As a reaction SMILES: C([C:5]1[CH:10]=[CH:9][C:8]([NH:11][C:12]2[C:17]([F:18])=[CH:16][N:15]=[C:14]([NH:19][C:20]3[CH:21]=[CH:22][C:23]4[O:27][CH:26]([C:28]([OH:30])=[O:29])[CH2:25][C:24]=4[CH:31]=3)[N:13]=2)=[CH:7][CH:6]=1)(C)(C)C.[Li+].[OH-:33]>>[C:28]([C:26]1[O:27][C:23]2[CH:22]=[CH:21][C:20]([NH:19][C:14]3[N:13]=[C:12]([NH:11][C:8]4[CH:9]=[CH:10][CH:5]=[C:6]([OH:33])[CH:7]=4)[C:17]([F:18])=[CH:16][N:15]=3)=[CH:31][C:24]=2[CH:25]=1)([OH:30])=[O:29] |f:1.2|. The reactants are C(C)(C)(C)C1=CC=C(C=C1)NC1=NC(=NC=C1F)NC=1C=CC2=C(CC(O2)C(=O)O)C1 (N4-(4-tert-butylphenyl)-5-fluoro-N2-[2,3-dihydro-2-(carboxy)benzofuran-5-yl]-2,4-pyrimidinediamine), 5-fluoro-N4-(3-hydroxyphenyl)-N2-(2-methoxycarbonylbenzofuran-5-yl)-4-pyrimidinediamine, [Li+].[OH-] (LiOH). Reported procedure: In a manner similar to the preparation of N4-(4-tert-butylphenyl)-5-fluoro-N2-[2,3-dihydro-2-(carboxy)benzofuran-5-yl]-2,4-pyrimidinediamine, 5-fluoro-N4-(3-hydroxyphenyl)-N2-(2-methoxycarbonylbenzofuran-5-yl)-4-pyrimidinediamine upon LiOH treatment gave N2-(2-carboxybenzofuran-5-yl)-5-fluoro-N4-(3-hydroxyphenyl)-2,4-pyrimidinediamine. 1H NMR (CD3OD): δ 7.97 (bd, 2H), 7.60–7.44 (m, 4H), :7.20–7.05 (m, 3H), 6.69 (bd, 1H); 19F NMR (CD3OD): −21844; LCMS: ret. time: 16.77 min.; purity: 100%; MS (m/e... Yields the product C(=O)(O)C=1OC2=C(C1)C=C(C=C2)NC2=NC=C(C(=N2)NC2=CC(=CC=C2)O)F (N2-(2-carboxybenzofuran-5-yl)-5-fluoro-N4-(3-hydroxyphenyl)-2,4-pyrimidinediamine).